Dataset: the Open Reaction Database (ORD), a public repository of structured organic reaction records. Task: describe an organic reaction: reactants, conditions, products, and yield RXN SMILES: [CH3:1][O:2][C:3]1[C:18]([O:19][CH3:20])=[CH:17][C:6]2[CH2:7][C:8](=[O:16])[N:9]([CH2:12][CH2:13][CH2:14]Cl)[CH2:10][CH2:11][C:5]=2[CH:4]=1.[Cl:21][C:22]1[CH:23]=[C:24]2[C:29](=[CH:30][C:31]=1[Cl:32])[CH2:28][CH:27]([NH:33][CH3:34])[CH2:26][CH2:25]2>>[CH3:1][O:2][C:3]1[C:18]([O:19][CH3:20])=[CH:17][C:6]2[CH2:7][C:8](=[O:16])[N:9]([CH2:12][CH2:13][CH2:14][N:33]([CH3:34])[CH:27]3[CH2:26][CH2:25][C:24]4[C:29](=[CH:30][C:31]([Cl:32])=[C:22]([Cl:21])[CH:23]=4)[CH2:28]3)[CH2:10][CH2:11][C:5]=2[CH:4]=1. Procedure: The title compound is prepared from 1-[7,8-dimethoxy-1,3,4,5-tetrahydro-2H-3-benzazepin-2-on-3-yl]-3-chloropropane and 6,7-dichloro-2-methylamino-1,2,3,4-tetrahydronaphthalene analogously to Example 1. Mp.: 130° C. The reactants are COC1=CC2=C(CC(N(CC2)CCCCl)=O)C=C1OC (1-[7,8-dimethoxy-1,3,4,5-tetrahydro-2H-3-benzazepin-2-on-3-yl]-3-chloropropane), ClC=1C=C2CCC(CC2=CC1Cl)NC (6,7-dichloro-2-methylamino-1,2,3,4-tetrahydronaphthalene). Yields the product COC1=CC2=C(CC(N(CC2)CCCN(C2CC3=CC(=C(C=C3CC2)Cl)Cl)C)=O)C=C1OC (1-[7,8-Dimethoxy-1,3,4,5-tetrahydro-2H-3-benzazepin-2-on-3-yl]-3-[N-methyl-N-(6,7-dichloro-1,2,3,4-tetrahydronaphth-2-yl)-amino]-propane).